From a dataset of the Open Reaction Database (ORD), a public repository of structured organic reaction records. describe an organic reaction: reactants, conditions, products, and yield Reactants: ClC=1C=C2C(CN=C(C2=CC1)NC)C1=CC=C(C=C1)[N+](=O)[O-] (6-chloro-1-methylamino-4-(4-nitrophenyl)-3,4-dihydroisoquinoline), Cl (hydrochloric acid). Reagents/catalysts: [Fe] (iron). Run in C(C)(=O)O (acetic acid). Reaction conditions: time 2 hour. Product: NC1=CC=C(C=C1)C1CN=C(C2=CC=C(C=C12)Cl)NC (4-(4-Aminophenyl)-6-chloro-1-methylamino-3,4-dihydroisoquinoline). As a reaction SMILES: [Cl:1][C:2]1[CH:3]=[C:4]2[C:9](=[CH:10][CH:11]=1)[C:8]([NH:12][CH3:13])=[N:7][CH2:6][CH:5]2[C:14]1[CH:19]=[CH:18][C:17]([N+:20]([O-])=O)=[CH:16][CH:15]=1.Cl>C(O)(=O)C.[Fe]>[NH2:20][C:17]1[CH:16]=[CH:15][C:14]([CH:5]2[C:4]3[C:9](=[CH:10][CH:11]=[C:2]([Cl:1])[CH:3]=3)[C:8]([NH:12][CH3:13])=[N:7][CH2:6]2)=[CH:19][CH:18]=1. Procedure: 135.2 mg of iron powder were added to a solution of 255 mg of 6-chloro-1-methylamino-4-(4-nitrophenyl)-3,4-dihydroisoquinoline in 4.5-5 ml of glacial acetic acid and then 1.8 ml of concentrated hydrochloric acid were added dropwise, and the mixture was boiled under reflux conditions for 2 hours. The solvent was removed by distillation, and the residue was mixed with water and made alkaline with 2N NaOH. This aqueous phase was extracted with ethyl acetate and purified by MPLC chromatography using... Reactants: O=S(=O)(Cl)c1ccc(Br)cc1, CCOC(C)=O, CCN(C(C)C)C(C)C, ClC(Cl)Cl, COCCN(C(=O)OC(C)(C)C)C(CO[Si](C)(C)C(C)(C)C)c1cccc(N)c1. Yields the product COCCN(C(=O)OC(C)(C)C)C(CO[Si](C)(C)C(C)(C)C)c1cccc(NS(=O)(=O)c2ccc(Br)cc2)c1. RXN SMILES: [Br:30][c:31]1[cH:32][cH:33][c:34]([S:37](=[O:38])(=[O:39])[Cl:40])[cH:35][cH:36]1.[CH3:54][CH2:55][O:56][C:57]([CH3:58])=[O:59].[CH:41]([N:42]([CH2:43][CH3:44])[CH:45]([CH3:46])[CH3:47])([CH3:48])[CH3:49].[CH:50]([Cl:51])([Cl:52])[Cl:53].[NH2:1][c:2]1[cH:3][c:4]([CH:8]([CH2:9][O:10][Si:11]([CH3:12])([CH3:13])[C:14]([CH3:15])([CH3:16])[CH3:17])[N:18]([C:19]([O:20][C:21]([CH3:22])([CH3:23])[CH3:24])=[O:25])[CH2:26][CH2:27][O:28][CH3:29])[cH:5][cH:6][cH:7]1>>[NH:1]([c:2]1[cH:3][c:4]([CH:8]([CH2:9][O:10][Si:11]([CH3:12])([CH3:13])[C:14]([CH3:15])([CH3:16])[CH3:17])[N:18]([C:19]([O:20][C:21]([CH3:22])([CH3:23])[CH3:24])=[O:25])[CH2:26][CH2:27][O:28][CH3:29])[cH:5][cH:6][cH:7]1)[S:37]([c:34]1[cH:33][cH:32][c:31]([Br:30])[cH:36][cH:35]1)(=[O:38])=[O:39]. Reactants: CC1=NC(=NC(=C1)C)N (4,6-dimethyl-2-pyrimidinamine), [O-]C#N.[Na+] (sodium cyanate), C(=O)(OC)C1=C(C=CC=C1)S(=O)(=O)Cl (2-carbomethoxybenzenesulfonyl chloride). Run in C(C)#N (acetonitrile), O (water). Procedure details: A slurry of 7.0 grams (0.057 moles) of 4,6-dimethyl-2-pyrimidinamine, 6.0 grams (0.092 moles) sodium cyanate, and 13.5 grams (0.057 moles) 2-carbomethoxybenzenesulfonyl chloride in 60 ml acetonitrile was stirred 1 hour at reflux (81°). The reaction was diluted with 60 ml water, allowed to cool to room temperature and filtered. The solid was washed with 20 ml water and dried. There was obtained 16.0 grams (77.0% of theory) of the title compound. The product was 98% pure as assayed by high pressur... Product: CC1=NC(=NC(=C1)C)NC(=O)NS(=O)(=O)C1=C(C(=O)OC)C=CC=C1 (2-[[(4,6-Dimethylpyrimidin-2-yl)aminocarbonyl]aminosulfonyl]benzoic acid, methyl ester). Reaction SMILES: [CH3:1][C:2]1[CH:7]=[C:6]([CH3:8])[N:5]=[C:4]([NH2:9])[N:3]=1.[O-:10][C:11]#[N:12].[Na+].[C:14]([C:18]1[CH:23]=[CH:22][CH:21]=[CH:20][C:19]=1[S:24](Cl)(=[O:26])=[O:25])([O:16][CH3:17])=[O:15]>C(#N)C.O>[CH3:1][C:2]1[CH:7]=[C:6]([CH3:8])[N:5]=[C:4]([NH:9][C:11]([NH:12][S:24]([C:19]2[CH:20]=[CH:21][CH:22]=[CH:23][C:18]=2[C:14]([O:16][CH3:17])=[O:15])(=[O:26])=[O:25])=[O:10])[N:3]=1 |f:1.2|. The reactants are N/C(=C(/C#N)\N)/C#N (diaminomaleonitrile), C(C)(=O)CC(C)=O (acetylacetone), C1=CC=CC=C1 (benzene). Product: C(#N)C1=NC(=CC(NC1C#N)(C1=CC=CC=C1)O)C (2,3-dicyano-5-hydroxy-5-phenyl-7-methyl-4H-1,4-diazepine). Reaction SMILES: [NH2:1]/[C:2](/[C:7]#[N:8])=[C:3](\[NH2:6])/[C:4]#[N:5].[C:9]([CH2:12][C:13](=O)[CH3:14])(=[O:11])C.[CH:16]1[CH:21]=[CH:20][CH:19]=[CH:18][CH:17]=1>>[C:4]([C:3]1[CH:2]([C:7]#[N:8])[NH:1][C:9]([OH:11])([C:16]2[CH:21]=[CH:20][CH:19]=[CH:18][CH:17]=2)[CH:12]=[C:13]([CH3:14])[N:6]=1)#[N:5]. Procedure details: In the presence of a catalytic amount of acetic acid, 2,3-dicyano-5-hydroxy-5-phenyl-7-methyl-4H-1,4-diazepine (compound 5a) was obtained by reacting 1 mol of diaminomaleonitrile with 1 mol of acetylacetone in a solvent (benzene) at 45° C. for 6 hours. The diazepine compound (5a) thus obtained was dehydrated in the presence of phosphorus pentoxide. The object compound 2,3-dicyano-5-phenyl-7-(2-(4-methoxyphenyl)vinyl-1-yl)-6H-1,4-diazepine (compound 5) was obtained by reacting the diazepine compo... The reactants are ClCCCBr, CCCCCCC, CC(=O)[O-], FC(F)(F)c1ccc2c(c1)Nc1ccccc1S2, N, [Na]. Yields the product FC(F)(F)c1ccc2c(c1)N(CCCCl)c1ccccc1S2. RXN SMILES: [Br:25][CH2:26][CH2:27][CH2:28][Cl:29].[CH3:30][CH2:31][CH2:32][CH2:33][CH2:34][CH2:35][CH3:36].[CH3:3][C:4](=[O:5])[O-:6].[F:7][C:8]([c:9]1[cH:10][c:11]2[c:20]([cH:21][cH:22]1)[S:19][c:18]1[c:13]([cH:14][cH:15][cH:16][cH:17]1)[NH:12]2)([F:23])[F:24].[NH3:1].[Na:2]>>[F:7][C:8]([c:9]1[cH:10][c:11]2[c:20]([cH:21][cH:22]1)[S:19][c:18]1[c:13]([cH:14][cH:15][cH:16][cH:17]1)[N:12]2[CH2:26][CH2:27][CH2:28][Cl:29])([F:23])[F:24]. Product: ClC=1C(=CC2=C(N=C(O2)N2CCN(CCC2)C)C1)N (5-Chloro-6-amino-2-(4-methyl-1-homopiperazinyl)benzoxazole). Reported procedure: A 50 mg portion of 5-chloro-6-nitro-2-(4-methyl-1-homopiperazinyl)benzoxazole was dissolved in 15 ml of methanol, and the resulting solution was mixed with 5 ml of 1 N hydrochloric acid aqueous solution and 30 mg of Pd/C catalyst and, after replacing the atmosphere in the reaction container by hydrogen gas, stirred at room temperature for 15 hours. The catalyst was removed by filtration and the solvent was concentrated under a reduced pressure. The thus remained oily matter was mixed with 5 ml o... Run in CO (methanol). The reagents and catalysts are [Pd] (Pd/C). Starting materials: Cl (hydrochloric acid), ClC=1C(=CC2=C(N=C(O2)N2CCN(CCC2)C)C1)[N+](=O)[O-] (5-chloro-6-nitro-2-(4-methyl-1-homopiperazinyl)benzoxazole), [H][H] (hydrogen). As a reaction SMILES: [Cl:1][C:2]1[C:3]([N+:19]([O-])=O)=[CH:4][C:5]2[O:9][C:8]([N:10]3[CH2:16][CH2:15][CH2:14][N:13]([CH3:17])[CH2:12][CH2:11]3)=[N:7][C:6]=2[CH:18]=1.Cl.[H][H]>CO.[Pd]>[Cl:1][C:2]1[C:3]([NH2:19])=[CH:4][C:5]2[O:9][C:8]([N:10]3[CH2:16][CH2:15][CH2:14][N:13]([CH3:17])[CH2:12][CH2:11]3)=[N:7][C:6]=2[CH:18]=1. Conditions: time 15 hour.